This data is from the Open Reaction Database (ORD), a public repository of structured organic reaction records. The task is: describe an organic reaction: reactants, conditions, products, and yield Reaction SMILES: [CH3:1][O:2][C:3](=[O:17])[CH2:4][C:5](=[O:16])[C:6]1[CH:11]=[CH:10][CH:9]=[C:8]([O:12][CH2:13][CH2:14][CH3:15])[CH:7]=1.[CH2:18]1[O:28][C:27]2[CH:26]=[CH:25][C:22]([CH:23]=O)=[CH:21][C:20]=2[O:19]1>C1C=CC=CC=1.C(O)(=O)C.N1CCCCC1>[CH2:18]1[O:28][C:27]2[CH:26]=[CH:25][C:22](/[CH:23]=[C:4](/[C:5](=[O:16])[C:6]3[CH:11]=[CH:10][CH:9]=[C:8]([O:12][CH2:13][CH2:14][CH3:15])[CH:7]=3)\[C:3]([O:2][CH3:1])=[O:17])=[CH:21][C:20]=2[O:19]1. Procedure details: To a solution of methyl-3-(Prop-1-yloxy)benzoylacetate (10 g, 4.2 mmol) in benzene (50 mL) was added 3,4-methylenedioxybenzaldehyde (6.36 g, 4.2 mmol) followed by piperidine (0.42 mL, 0.42 mmol) and glacial acetic acid (8 drops approx.). The mixture was refluxed for 2 h. and the volatiles removed in vacuo to give methyl (Z)-3-(3,4-methylenedioxyphenyl)-2-[3-(prop-1-yloxy)benzoyl]propenoate (7.4 g, 48%) as an off white solid after trituration with methanol (m. p. 122°-123° C.). Anal. Calc. for C2... Solvent: C1=CC=CC=C1 (benzene). The reagents and catalysts are C(C)(=O)O (acetic acid), N1CCCCC1 (piperidine). Isolated yield 478.3%. The reactants are COC(CC(C1=CC(=CC=C1)OCCC)=O)=O (methyl-3-(Prop-1-yloxy)benzoylacetate), C1OC=2C=C(C=O)C=CC2O1 (3,4-methylenedioxybenzaldehyde). Yields the product C1OC=2C=C(C=CC2O1)\C=C(/C(=O)OC)\C(C1=CC(=CC=C1)OCCC)=O (methyl (Z)-3-(3,4-methylenedioxyphenyl)-2-[3-(prop-1-yloxy)benzoyl]propenoate). Starting materials: COC(=O)CC1(C)CCNCC1, CS(C)=O, O=[N+]([O-])c1ccc(Cl)nc1, [Na+], [Na+], O=C([O-])[O-], O. Product: COC(=O)CC1(C)CCN(c2ccc([N+](=O)[O-])cn2)CC1. RXN SMILES: [CH3:17][C:18]1([CH2:24][C:25](=[O:26])[O:27][CH3:28])[CH2:19][CH2:20][NH:21][CH2:22][CH2:23]1.[CH3:30][S:31]([CH3:32])=[O:33].[Cl:1][c:2]1[n:3][cH:4][c:5]([N+:8](=[O:9])[O-:10])[cH:6][cH:7]1.[Na+:11].[Na+:12].[O-:13][C:14](=[O:15])[O-:16].[OH2:29]>>[c:2]1([N:21]2[CH2:20][CH2:19][C:18]([CH3:17])([CH2:24][C:25](=[O:26])[O:27][CH3:28])[CH2:23][CH2:22]2)[n:3][cH:4][c:5]([N+:8](=[O:9])[O-:10])[cH:6][cH:7]1. Reactants: C(CC(=O)OCC1=CC=CC=C1)(=O)OCC1=CC=CC=C1 (dibenzyl malonate), [H-].[Na+] (sodium hydride), ClC1=NC=C(C=C1[N+](=O)[O-])C(F)(F)F (2-chloro-3-nitro-5-trifluoromethyl pyridine), Cl (HCl), suspension, oil, ice water. The product is C(C1=CC=CC=C1)OC(=O)C(C1=NC=C(C=C1[N+](=O)[O-])C(F)(F)F)C(=O)OCC1=CC=CC=C1 (2-Bis(benzyloxycarbonyl)methyl-3-nitro-5-trifluoromethylpyridine). Reaction SMILES: [H-].[Na+].[C:3]([O:16][CH2:17][C:18]1[CH:23]=[CH:22][CH:21]=[CH:20][CH:19]=1)(=[O:15])[CH2:4][C:5]([O:7][CH2:8][C:9]1[CH:14]=[CH:13][CH:12]=[CH:11][CH:10]=1)=[O:6].Cl[C:25]1[C:30]([N+:31]([O-:33])=[O:32])=[CH:29][C:28]([C:34]([F:37])([F:36])[F:35])=[CH:27][N:26]=1.Cl>COCCOC.C1(C)C=CC=CC=1>[CH2:8]([O:7][C:5]([CH:4]([C:3]([O:16][CH2:17][C:18]1[CH:19]=[CH:20][CH:21]=[CH:22][CH:23]=1)=[O:15])[C:25]1[C:30]([N+:31]([O-:33])=[O:32])=[CH:29][C:28]([C:34]([F:35])([F:36])[F:37])=[CH:27][N:26]=1)=[O:6])[C:9]1[CH:14]=[CH:13][CH:12]=[CH:11][CH:10]=1 |f:0.1|. Reaction conditions: time 8 hour. The solvent is COCCOC (DME), C1(=CC=CC=C1)C (toluene), COCCOC (DME). Procedure: In a dry flask was placed sodium hydride as a 60% suspension in oil (800 mg, 2.0 mmol). Most of the oil was removed by washing twice with hexanes. The remaining solid sodium hydride was then suspended in dry 1,2-dimethoxyethane (DME) (20 mL). A solution of dibenzyl malonate (5.0 mL, 2.0 mmol) in DME (15 mL) was then added dropwise with stirring. The mixture was stirred at room temperature for 0.5 hr after which a solution of 2-chloro-3-nitro-5-trifluoromethyl pyridine (2.3 g, 10.2 mmol) in DME (... Reactants: O.NN (hydrazine hydrate), C(#N)C(C(=O)N)=C(SC)SC (2-cyano-3,3-bis(methylthio)acrylamide), amide, CC=1N=CN(C1)C1=CC=C(C=C1)N (4-methyl-1-(4-aminophenyl)-1H-imidazole). Solvent: CCO (EtOH). Reaction conditions: temperature 75 celsius. The product is NC1=C(C(=NN1)NC1=CC=C(C=C1)N1C=NC(=C1)C)C(=O)N (5-amino-3-((4-(4-methyl-1H-imidazol-1-yl)phenyl)amino)-1H-pyrazole-4-carboxamide). Reaction SMILES: [C:1]([C:3](=[C:7](SC)SC)[C:4]([NH2:6])=[O:5])#[N:2].[CH3:12][C:13]1[N:14]=[CH:15][N:16]([C:18]2[CH:23]=[CH:22][C:21]([NH2:24])=[CH:20][CH:19]=2)[CH:17]=1.O.[NH2:26][NH2:27]>CCO>[NH2:2][C:1]1[NH:27][N:26]=[C:7]([NH:24][C:21]2[CH:22]=[CH:23][C:18]([N:16]3[CH:17]=[C:13]([CH3:12])[N:14]=[CH:15]3)=[CH:19][CH:20]=2)[C:3]=1[C:4]([NH2:6])=[O:5] |f:2.3|. Procedure details: Dissolved 0.500 g 2-cyano-3,3-bis(methylthio)acrylamide in 15 mL EtOH and added 4-methyl-1-(4-aminophenyl)-1H-imidazole (1.0 eq.). Stirred reaction at 75° C. until starting amide was absent by HPLC. Once complete (18 hrs), reaction was brought to room temperature and filtered to obtain a light yellow powder as product. Product was allowed to dry under vacuum for 1 hr. Product was then suspended in 10 mL EtOH and hydrazine hydrate (1 eq.) was added dropwise. Reaction was heated at 75° C. until in... Starting materials: Cc1ccc(C)c(C#N)n1, ClC(Cl)Cl, O=C(OO)c1cccc(Cl)c1, [Na+], [Na+], O=S([O-])[O-]. The product is Cc1ccc(C)[n+]([O-])c1C#N. Reaction SMILES: [CH3:1][c:2]1[c:3]([C:9]#[N:10])[n:4][c:5]([CH3:8])[cH:6][cH:7]1.[CH:28]([Cl:29])([Cl:30])[Cl:31].[Cl:11][c:12]1[cH:13][cH:14][cH:15][c:16]([C:17]([O:18][OH:20])=[O:19])[cH:21]1.[Na+:26].[Na+:27].[S:22]([O-:23])([O-:24])=[O:25]>>[CH3:1][c:2]1[c:3]([C:9]#[N:10])[n+:4]([O-:19])[c:5]([CH3:8])[cH:6][cH:7]1. Reactants: O=CN1CCC2=C(CCCC2)C1Cc1ccc(Oc2ccccc2)cc1, O=P(O)(O)O, O=S(=O)(O)O. Yields the product O=CN1CCC23CCCCC2C1Cc1ccc(Oc2ccccc2)cc13. RXN SMILES: [O:1]([c:2]1[cH:3][cH:4][cH:5][cH:6][cH:7]1)[c:8]1[cH:9][cH:10][c:11]([CH2:12][CH:13]2[N:14]([CH:23]=[O:24])[CH2:15][CH2:16][C:17]3=[C:22]2[CH2:21][CH2:20][CH2:19][CH2:18]3)[cH:25][cH:26]1.[P:27](=[O:28])([OH:29])([OH:30])[OH:31].[S:32](=[O:33])(=[O:34])([OH:35])[OH:36]>>[O:1]([c:2]1[cH:3][cH:4][cH:5][cH:6][cH:7]1)[c:8]1[cH:9][cH:10][c:11]2[c:25]([cH:26]1)[C:17]13[CH2:16][CH2:15][N:14]([CH:23]=[O:24])[CH:13]([CH2:12]2)[CH:22]1[CH2:21][CH2:20][CH2:19][CH2:18]3. Starting materials: [OH-].[Na+] (sodium hydroxide), ClCC(=O)N1C=2N(C(=C(C1)C)C1=CC(=CC=C1)Cl)N=CC2C#N (4-(chloroacetyl)-7-(3-chlorophenyl)-4,5-dihydro-6-methylpyrazolo[1,5-a]pyrimidine-3-carbonitrile), C([O-])([O-])=O.[Na+].[Na+] (sodium carbonate), COC=1C=C(CN2CCNCC2)C=CC1 (3-methoxybenzyl piperazine). Reported procedure: A mixture of 2.7 g of 4-(chloroacetyl)-7-(3-chlorophenyl)-4,5-dihydro-6-methylpyrazolo[1,5-a]pyrimidine-3-carbonitrile, 920 mg of sodium carbonate and 1.7 g of 3-methoxybenzyl piperazine in 100 ml of toluene was stirred for 18 hours, then treated with 25 ml of 1N sodium hydroxide and shaken. The layers were separated and the alkaline layer extracted with chloroform. This extract and the toluene layer were combined, washed with water dried, filtered and concentrated. The residual oil was triturat... Solvent: C1(=CC=CC=C1)C (toluene). Reaction conditions: time 18 hour. Reaction SMILES: [Cl:1][CH2:2][C:3]([N:5]1[CH2:10][C:9]([CH3:11])=[C:8]([C:12]2[CH:17]=[CH:16][CH:15]=[C:14]([Cl:18])[CH:13]=2)[N:7]2[N:19]=[CH:20][C:21]([C:22]#[N:23])=[C:6]12)=[O:4].C(=O)([O-])[O-].[Na+].[Na+].[CH3:30][O:31][C:32]1[CH:33]=[C:34]([CH:42]=[CH:43][CH:44]=1)[CH2:35][N:36]1[CH2:41][CH2:40][NH:39][CH2:38][CH2:37]1.[OH-].[Na+]>C1(C)C=CC=CC=1>[ClH:1].[ClH:1].[Cl:18][C:14]1[CH:13]=[C:12]([C:8]2[N:7]3[N:19]=[CH:20][C:21]([C:22]#[N:23])=[C:6]3[N:5]([C:3](=[O:4])[CH2:2][N:39]3[CH2:38][CH2:37][N:36]([CH2:35][C:34]4[CH:42]=[CH:43][CH:44]=[C:32]([O:31][CH3:30])[CH:33]=4)[CH2:41][CH2:40]3)[CH2:10][C:9]=2[CH3:11])[CH:17]=[CH:16][CH:15]=1 |f:1.2.3,5.6,8.9.10|. Yields the product Cl.Cl.ClC=1C=C(C=CC1)C1=C(CN(C=2N1N=CC2C#N)C(CN2CCN(CC2)CC2=CC(=CC=C2)OC)=O)C (7-(3-Chlorophenyl)-4,5-dihydro-4-[[4-[(3-methoxyphenyl)methyl]-1-piperazinyl]acetyl]-6-methylpyrazolo[1,5-a]pyrimidine-3-carbonitrile, dihydrochloride). Reactants: CN(C(=O)C=1C(N(C2=CC=CC(=C2C1O)C)C)=O)C1=CC=CC=C1 (N-methyl-N-phenyl-1,2-dihydro-4-hydroxy-1,5-dimethyl-2-oxo-quinoline-3-carboxamide), O=P(Cl)(Cl)Cl (phosphorus oxytrichloride). The product is CN(C(=O)C=1C(N(C2=CC=CC(=C2C1Cl)C)C)=O)C1=CC=CC=C1 (N-Methyl-N-phenyl-4-chloro-1,2-dihydro-1,5-dimethyl-2-oxo-quinoline-3-carboxamide). RXN SMILES: [CH3:1][N:2]([C:19]1[CH:24]=[CH:23][CH:22]=[CH:21][CH:20]=1)[C:3]([C:5]1[C:6](=[O:18])[N:7]([CH3:17])[C:8]2[C:13]([C:14]=1O)=[C:12]([CH3:16])[CH:11]=[CH:10][CH:9]=2)=[O:4].O=P(Cl)(Cl)[Cl:27]>>[CH3:1][N:2]([C:19]1[CH:24]=[CH:23][CH:22]=[CH:21][CH:20]=1)[C:3]([C:5]1[C:6](=[O:18])[N:7]([CH3:17])[C:8]2[C:13]([C:14]=1[Cl:27])=[C:12]([CH3:16])[CH:11]=[CH:10][CH:9]=2)=[O:4]. Procedure details: N-methyl-N-phenyl-1,2-dihydro-4-hydroxy-1,5-dimethyl-2-oxo-quinoline-3-carboxamide (3.5 g) was heated in phosphorus oxytrichloride (7 ml) at 100° C. for 2 hours. The mixture was concentrated, dissolved in dichloromethane and washed with water. The organic phase was dried (Na2SO4) and concentrated. The residue was triturated with ethyl acetate and filtered to give the title compound (2.3 g). Reactants: NC1=CC=C(OCCCCN2C(C3=CC=CC=C3C2=O)=O)C=C1 (2-[4-(4-Aminophenoxy)butyl]-1H-isoindole-1,3(2H)-dione), C(C)(=O)O (acetic acid), [N-]=[N+]=[N-].[Na+] (sodium azide). Run in C(C)OC(OCC)OCC (triethylorthoformate). Yields the product N1(N=NN=C1)C1=CC=C(OCCCCN2C(C3=CC=CC=C3C2=O)=O)C=C1 (2-[4-[4-(1H-Tetrazol-1-yl)phenoxy]butyl]-1H-isoindole-1,3(2H)-dione). As a reaction SMILES: [NH2:1][C:2]1[CH:23]=[CH:22][C:5]([O:6][CH2:7][CH2:8][CH2:9][CH2:10][N:11]2[C:19](=[O:20])[C:18]3[C:13](=[CH:14][CH:15]=[CH:16][CH:17]=3)[C:12]2=[O:21])=[CH:4][CH:3]=1.[N-:24]=[N+:25]=[N-:26].[Na+].[C:28](O)(=O)C>C(OC(OCC)OCC)C>[N:1]1([C:2]2[CH:3]=[CH:4][C:5]([O:6][CH2:7][CH2:8][CH2:9][CH2:10][N:11]3[C:12](=[O:21])[C:13]4[C:18](=[CH:17][CH:16]=[CH:15][CH:14]=4)[C:19]3=[O:20])=[CH:22][CH:23]=2)[CH:28]=[N:26][N:25]=[N:24]1 |f:1.2|. Procedure: To a solution of 17.7 g of 2-[4-(4-amino-phenoxy)butyl]-1H-isoindole-1,3(2H)-dione (Example 37) in a mixture of 250 ml of acetic acid and 80 ml of triethylorthoformate is added 7.0 g of sodium azide and the mixture then stirred and heated on the steam bath for 4 hours. Concentration to dryness in vacuo leaves a residue that is triturated with 250 ml of water. The insolubles are collected, washed with water, and dried. Recrystallization from ethanol gives the title compound, m.p. 143°-145° C.